From a dataset of the Open Reaction Database (ORD), a public repository of structured organic reaction records. describe an organic reaction: reactants, conditions, products, and yield Starting materials: C=CCOC(=O)CBr, O=C([O-])[O-], CC#N, Fc1cccc(F)c1-c1cc[nH]n1, [K+], [K+]. Yields the product C=CCOC(=O)Cn1ccc(-c2c(F)cccc2F)n1. RXN SMILES: [Br:20][CH2:21][C:22](=[O:23])[O:24][CH2:25][CH:26]=[CH2:27].[C:1](=[O:2])([O-:3])[O-:4].[CH3:28][C:29]#[N:30].[F:7][c:8]1[c:9](-[c:15]2[n:16][nH:17][cH:18][cH:19]2)[c:10]([F:14])[cH:11][cH:12][cH:13]1.[K+:5].[K+:6]>>[F:7][c:8]1[c:9](-[c:15]2[n:16][n:17]([CH2:21][C:22](=[O:23])[O:24][CH2:25][CH:26]=[CH2:27])[cH:18][cH:19]2)[c:10]([F:14])[cH:11][cH:12][cH:13]1. Starting materials: ClCCl, C=CCC(=O)N1C(C=C)CCCC1c1ccc(OC)cc1. Yields the product COc1ccc(C2CCCC3C=CCC(=O)N32)cc1. Reaction SMILES: [CH2:22]([Cl:23])[Cl:24].[CH3:1][O:2][c:3]1[cH:4][cH:5][c:6]([CH:9]2[N:10]([C:17]([CH2:18][CH:19]=[CH2:20])=[O:21])[CH:11]([CH:15]=[CH2:16])[CH2:12][CH2:13][CH2:14]2)[cH:7][cH:8]1>>[CH3:1][O:2][c:3]1[cH:4][cH:5][c:6]([CH:9]2[N:10]3[CH:11]([CH2:12][CH2:13][CH2:14]2)[CH:20]=[CH:19][CH2:18][C:17]3=[O:21])[cH:7][cH:8]1. Starting materials: CS(=O)(=O)OCCCOC=1C(=CC2=C(C=CC(O2)=O)C1)OC (6-[3-(methanesulfonyloxy)propoxy]-7-methoxy-2H-1-benzopyran-2-one), C1(=CC=CC=C1)N1CCNCC1 (1-phenylpiperazine), C(\C=C\C(=O)[O-])(=O)[O-] (Fumarate). Run in C(C)O (ethanol), C(C)O (ethanol). Yields the product COC1=CC2=C(C=CC(O2)=O)C=C1OCCCN1CCN(CC1)C1=CC=CC=C1 (7-methoxy-6-[3-(4-phenyl-1-piperazinyl)propoxy]-2H-1-benzopyran-2-one). Isolated yield 55.0%. RXN SMILES: CS(O[CH2:6][CH2:7][CH2:8][O:9][C:10]1[C:11]([O:21][CH3:22])=[CH:12][C:13]2[O:18][C:17](=[O:19])[CH:16]=[CH:15][C:14]=2[CH:20]=1)(=O)=O.[C:23]1([N:29]2[CH2:34][CH2:33][NH:32][CH2:31][CH2:30]2)[CH:28]=[CH:27][CH:26]=[CH:25][CH:24]=1.C([O-])(=O)/C=C/C([O-])=O>C(O)C>[CH3:22][O:21][C:11]1[C:10]([O:9][CH2:8][CH2:7][CH2:6][N:32]2[CH2:33][CH2:34][N:29]([C:23]3[CH:28]=[CH:27][CH:26]=[CH:25][CH:24]=3)[CH2:30][CH2:31]2)=[CH:20][C:14]2[CH:15]=[CH:16][C:17](=[O:19])[O:18][C:13]=2[CH:12]=1. Procedure: Method A (23 h at 60° C.); starting materials: 6-[3-(methanesulfonyloxy)propoxy]-7-methoxy-2H-1-benzopyran-2-one (see example 67) and 1-phenylpiperazine; yield 55%; fusion point 124° to 125° C. (from ethanol). Fumarate: method E; yield 88%; fusion point 172° to 173° C. (from ethanol). Starting materials: C(C=C)C1=C(C(=CC=C1)C)O (2-allyl-6-methylphenol), SCC(CO)O (3-mercapto-1,2-propanediol). Product: OC(CSCCCC1=C(C(=CC=C1)C)O)CO (2-[3-(2,3-dihydroxypropylthio)propyl]-6-methylphenol). As a reaction SMILES: [CH2:1]([C:4]1[CH:9]=[CH:8][CH:7]=[C:6]([CH3:10])[C:5]=1[OH:11])[CH:2]=[CH2:3].[SH:12][CH2:13][CH:14]([OH:17])[CH2:15][OH:16]>>[OH:17][CH:14]([CH2:15][OH:16])[CH2:13][S:12][CH2:3][CH2:2][CH2:1][C:4]1[CH:9]=[CH:8][CH:7]=[C:6]([CH3:10])[C:5]=1[OH:11]. Reported procedure: In the same manner as in Synthetic example 1, 2-allyl-6-methylphenol and 3-mercapto-1,2-propanediol were reacted to obtain 2-[3-(2,3-dihydroxypropylthio)propyl]-6-methylphenol. The reactants are CC(=O)O, CCCc1cc(C(OCOC)(C(F)(F)F)C(F)(F)F)ccc1Oc1ccc(CCO)[n+]([O-])c1, [Zn]. The product is CCCc1cc(C(OCOC)(C(F)(F)F)C(F)(F)F)ccc1Oc1ccc(CCO)nc1. Reaction SMILES: [CH3:34][C:35](=[O:36])[OH:37].[F:1][C:2]([C:3]([C:4]([F:5])([F:6])[F:7])([O:8][CH2:9][O:10][CH3:11])[c:12]1[cH:13][c:14]([CH2:29][CH2:30][CH3:31])[c:15]([O:16][c:17]2[cH:18][cH:19][c:20]([CH2:24][CH2:25][OH:26])[n+:21]([O-:23])[cH:22]2)[cH:27][cH:28]1)([F:32])[F:33].[Zn:38]>>[F:1][C:2]([C:3]([C:4]([F:5])([F:6])[F:7])([O:8][CH2:9][O:10][CH3:11])[c:12]1[cH:13][c:14]([CH2:29][CH2:30][CH3:31])[c:15]([O:16][c:17]2[cH:18][cH:19][c:20]([CH2:24][CH2:25][OH:26])[n:21][cH:22]2)[cH:27][cH:28]1)([F:32])[F:33]. The reactants are [N+](=O)([O-])C1=CC2=C(N(CCCO2)C(CN2CCCC2)=O)C=C1 (1-(3-Nitro-7,8-dihydro-6H-5-oxa-9-aza-benzocyclohepten-9-yl)-2-pyrrolidin-1-yl-ethanone). Solvent: O1CCCC1 (Tetrahydrofuran), O1CCCC1 (Tetrahydrofuran). Reaction conditions: temperature 60 celsius, time 1 hour. The product is [N+](=O)([O-])C1=CC2=C(N(CCCO2)CCN2CCCC2)C=C1 (3-Nitro-9-(2-pyrrolidin-1-yl-ethyl)-6,7,8,9-tetrahydro-5-oxa-9-aza-benzocycloheptene). Isolated yield 70.7%. RXN SMILES: [N+:1]([C:4]1[CH:22]=[CH:21][C:7]2[N:8]([C:13](=O)[CH2:14][N:15]3[CH2:19][CH2:18][CH2:17][CH2:16]3)[CH2:9][CH2:10][CH2:11][O:12][C:6]=2[CH:5]=1)([O-:3])=[O:2]>O1CCCC1>[N+:1]([C:4]1[CH:22]=[CH:21][C:7]2[N:8]([CH2:13][CH2:14][N:15]3[CH2:19][CH2:18][CH2:17][CH2:16]3)[CH2:9][CH2:10][CH2:11][O:12][C:6]=2[CH:5]=1)([O-:3])=[O:2]. Reported procedure: 1.00 M of Borane-THF complex in Tetrahydrofuran (10.0 mL; Acros) was added to 1-(3-Nitro-7,8-dihydro-6H-5-oxa-9-aza-benzocyclohepten-9-yl)-2-pyrrolidin-1-yl-ethanone (0.401 g, 1.31 mmol) in Tetrahydrofuran (10 mL). The mixture was heated at 60° C. under an atmosphere of Nitrogen. overnight. The mixture was quenched with 1N HCl (5 mL) and stirred for 1 h at 60° C. The solution was neutralized by pouring into satd. sodium bicarbonate and extracted with DCM (3×). The extract was dried and conc. in ... The reactants are N1=C(C=CC=C1)C1=CC=C(C(=O)Cl)C=C1 (4-(Pyrid-2-yl)benzoyl chloride), CCN(C(C)C)C(C)C (DIEA), FC=1C=C(N)C=CC1N1CCCCC1 (3-fluoro-4-(1-piperidinyl)aniline). The solvent is O1CCCC1 (tetrahydrofuran). Run at time 8 hour. The product is FC=1C=C(C=CC1N1CCCCC1)NC(C1=CC=C(C=C1)C1=NC=CC=C1)=O (N-[3-fluoro-4-(1-piperidinyl)phenyl]-4-(2-pyridinyl)benzamide). Reaction SMILES: [N:1]1[CH:6]=[CH:5][CH:4]=[CH:3][C:2]=1[C:7]1[CH:15]=[CH:14][C:10]([C:11](Cl)=[O:12])=[CH:9][CH:8]=1.CCN(C(C)C)C(C)C.[F:25][C:26]1[CH:27]=[C:28]([CH:30]=[CH:31][C:32]=1[N:33]1[CH2:38][CH2:37][CH2:36][CH2:35][CH2:34]1)[NH2:29]>O1CCCC1>[F:25][C:26]1[CH:27]=[C:28]([NH:29][C:11](=[O:12])[C:10]2[CH:14]=[CH:15][C:7]([C:2]3[CH:3]=[CH:4][CH:5]=[CH:6][N:1]=3)=[CH:8][CH:9]=2)[CH:30]=[CH:31][C:32]=1[N:33]1[CH2:34][CH2:35][CH2:36][CH2:37][CH2:38]1. Procedure: 4-(Pyrid-2-yl)benzoyl chloride (1.37 mmol, prepared as described in Example 1B, and DIEA (1.2 mL, 6.9 mmol) in tetrahydrofuran (5 mL) were treated with the product from Example 10B (260 mg, 1.34 mmol). The mixture was stirred overnight at room temperature and concentrated under reduced pressure. The residue was taken up in ethyl acetate (50 mL), washed with H2O (3×15 mL) and brine (15 mL), dried over Na2SO4, filtered, and the filtrate was concentrated under reduced pressure. The residue was trit... Starting materials: CC(C)CC(NC(=O)OC(C)(C)C)C(=O)NC1CCC2CN(Cc3cccc(C(F)(F)F)c3)CC21, CCO, Cl. The product is CC(C)CC(N)C(=O)NC1CCC2CN(Cc3cccc(C(F)(F)F)c3)CC21. Reaction SMILES: [C:1]([O:2][C:3](=[O:4])[NH:8][CH:9]([CH2:10][CH:11]([CH3:12])[CH3:13])[C:14](=[O:15])[NH:16][CH:17]1[CH2:18][CH2:19][CH:20]2[CH2:21][N:22]([CH2:25][c:26]3[cH:27][c:28]([C:32]([F:33])([F:34])[F:35])[cH:29][cH:30][cH:31]3)[CH2:23][CH:24]12)([CH3:5])([CH3:6])[CH3:7].[CH3:37][CH2:38][OH:39].[ClH:36]>>[NH2:8][CH:9]([CH2:10][CH:11]([CH3:12])[CH3:13])[C:14](=[O:15])[NH:16][CH:17]1[CH2:18][CH2:19][CH:20]2[CH2:21][N:22]([CH2:25][c:26]3[cH:27][c:28]([C:32]([F:33])([F:34])[F:35])[cH:29][cH:30][cH:31]3)[CH2:23][CH:24]12. Starting materials: C1(=CC=CC=C1)S(=O)(=O)NC=1C=C2C=CN=CC2=CC1 (6-phenylsulphonamidoisoquinoline), O (H2O), [H][H] (hydrogen). Reagents/catalysts: [Pt]=O (platinum oxide). The solvent is C(C)(=O)O (acetic acid). Yields the product C1(=CC=CC=C1)S(=O)(=O)NC=1C=C2CCNCC2=CC1 (6-phenylsulphonamido-1,2,3,4-tetrahydroisoquinoline). Isolated yield 76.2%. Reaction SMILES: [C:1]1([S:7]([NH:10][C:11]2[CH:12]=[C:13]3[C:18](=[CH:19][CH:20]=2)[CH:17]=[N:16][CH:15]=[CH:14]3)(=[O:9])=[O:8])[CH:6]=[CH:5][CH:4]=[CH:3][CH:2]=1.[H][H].O>C(O)(=O)C.[Pt]=O>[C:1]1([S:7]([NH:10][C:11]2[CH:12]=[C:13]3[C:18](=[CH:19][CH:20]=2)[CH2:17][NH:16][CH2:15][CH2:14]3)(=[O:9])=[O:8])[CH:2]=[CH:3][CH:4]=[CH:5][CH:6]=1. Procedure details: A solution of 6-phenylsulphonamidoisoquinoline (2.11 g, 0.0074M) in acetic acid (50 ml) was hydrogenated over a platinum oxide catayst (0.5 g) at approximately 345 kilopascals pressure and room temperature for 3 hours (the theoretical uptake of hydrogen was observed). A small volume of H2O was added to dissolve the product and the catalyst was then filtered off. The filtrate was evaporated to dryness to yield an oil which crystallised under ether to yield 6-phenylsulphonamido-1,2,3,4-tetrahydroi...